This data is from the Open Reaction Database (ORD), a public repository of structured organic reaction records. The task is: describe an organic reaction: reactants, conditions, products, and yield The reactants are CC=1SC2=C(N1)C=C(C=C2)OCC(CN2CCNCC2)NC(C)=O (N-[2-(2-methylbenzothiazol-5-yloxy)-1-(piperazinylmethyl)ethyl]-acetamide), C(C)N(C(C)C)C(C)C (ethyldiisopropylamine), Cl[N-]C1=CC(=CC=C1)C1=CC=CC=C1 (chloro-N-(3-phenylphenyl)amide), CN(C=O)C (N,N-dimethylformamide). Reaction SMILES: [CH3:1][C:2]1[S:3][C:4]2[CH:10]=[CH:9][C:8]([O:11][CH2:12][CH:13]([NH:21][C:22](=[O:24])[CH3:23])[CH2:14][N:15]3[CH2:20][CH2:19][NH:18][CH2:17][CH2:16]3)=[CH:7][C:5]=2[N:6]=1.C([N:27]([CH:31]([CH3:33])C)[CH:28]([CH3:30])[CH3:29])C.Cl[N-][C:36]1C=CC=[C:38]([C:42]2[CH:47]=[CH:46][CH:45]=[CH:44][CH:43]=2)[CH:37]=1.CN(C)C=[O:51]>>[C:22]([NH:21][CH:13]([CH2:12][O:11][C:8]1[CH:9]=[CH:10][C:4]2[S:3][C:2]([CH3:1])=[N:6][C:5]=2[CH:7]=1)[CH2:14][N:15]1[CH2:16][CH2:17][N:18]([CH2:33][C:31]([NH:27][C:28]2[CH:29]=[CH:36][CH:37]=[C:38]([C:42]3[CH:47]=[CH:46][CH:45]=[CH:44][CH:43]=3)[CH:30]=2)=[O:51])[CH2:19][CH2:20]1)(=[O:24])[CH3:23]. The product is C(C)(=O)NC(CN1CCN(CC1)CC(=O)NC1=CC(=CC=C1)C1=CC=CC=C1)COC=1C=CC2=C(N=C(S2)C)C1 (2-{4-[2-(acetylamino)-3-(2-methylbenzothiazol-5-yloxy)propyl]piperazinyl}-N-(3-phenylphenyl)acetamide). Procedure details: To a solution of N-[2-(2-methylbenzothiazol-5-yloxy)-1-(piperazinylmethyl)ethyl]-acetamide (18.4 mg) in N,N-dimethylformamide (2 ml) was added ethyldiisopropylamine (500 μl) and chloro-N-(3-phenylphenyl)amide (15.6 mg). The mixture was heated at 75° C. overnight, then solvent removed under reduced pressure, and the residue dissolved in a mixture of methanol/methylene chloride and applied to a preparative TLC plate. The plate was eluted with 4% methanol/methylene chloride and the appropriate frac... Run at temperature 75 celsius. Reactants: CCOC(=O)c1cccc([N+](=O)[O-])c1C(=O)OCC, C1COCCO1. Product: CCOC(=O)c1cccc(N)c1C(=O)OCC. RXN SMILES: [CH2:1]([CH3:2])[O:3][C:4]([c:5]1[c:6]([C:7](=[O:8])[O:9][CH2:10][CH3:11])[c:12]([N+:16]([O-:17])=[O:18])[cH:13][cH:14][cH:15]1)=[O:19].[O:20]1[CH2:21][CH2:22][O:23][CH2:24][CH2:25]1>>[CH2:1]([CH3:2])[O:3][C:4]([c:5]1[c:6]([C:7](=[O:8])[O:9][CH2:10][CH3:11])[c:12]([NH2:16])[cH:13][cH:14][cH:15]1)=[O:19]. Starting materials: [OH-].[K+] (potassium hydroxide), CI (methyl iodide), OCC1=C2C=CN(C2=CC=C1)S(=O)(=O)C1=CC=C(C)C=C1 (4-hydroxymethyl-1-tosylindole). The reagents and catalysts are C(CCC)[N+](CCCC)(CCCC)CCCC.S(=O)(=O)(O)[O-] (tetrabutyl-ammonium hydrogen-sulfate). The solvent is C(Cl)Cl (methylene chloride). Run at time 24 hour. The product is COCC1=C2C=CN(C2=CC=C1)S(=O)(=O)C1=CC=C(C)C=C1 (4-methoxymethyl-1-tosylindole). As a reaction SMILES: [OH-].[K+].[CH3:3]I.[OH:5][CH2:6][C:7]1[CH:15]=[CH:14][CH:13]=[C:12]2[C:8]=1[CH:9]=[CH:10][N:11]2[S:16]([C:19]1[CH:25]=[CH:24][C:22]([CH3:23])=[CH:21][CH:20]=1)(=[O:18])=[O:17]>C([N+](CCCC)(CCCC)CCCC)CCC.S([O-])(O)(=O)=O.C(Cl)Cl>[CH3:3][O:5][CH2:6][C:7]1[CH:15]=[CH:14][CH:13]=[C:12]2[C:8]=1[CH:9]=[CH:10][N:11]2[S:16]([C:19]1[CH:20]=[CH:21][C:22]([CH3:23])=[CH:24][CH:25]=1)(=[O:18])=[O:17] |f:0.1,4.5|. Procedure details: 3rd stage: In sequence, 27 g of pulverulent potassium hydroxide, 27 ml of methyl iodide and 2.7 g of tetrabutyl-ammonium-hydrogen-sulfate are added to a solution of 13.5 g of 4-hydroxymethyl-1-tosylindole in 400 ml of methylene chloride. The substance is strongly agitated for 24 h. Then, it is filtered off of the potassium hydroxide, washed neutral with water, and the solvent is distilled off. The raw product (16.46 g) is crystallized out of diisopropylether. 12.2 g of 4-methoxymethyl-1-tosylind... Yield: 104.2%. Run in CO (methanol). Product: CC1=NC2=CC=CC=C2C(=C1)C(=S)O (2-Methylthioquinoline-4-carboxylic acid). Starting materials: COC(=S)C1=CC(=NC2=CC=CC=C12)C (2-Methylthioquinoline-4-carboxylic acid methyl ester), [OH-].[Na+] (sodium hydroxide), Cl (HCl). Procedure details: 2-Methylthioquinoline-4-carboxylic acid methyl ester (0.40 g) in methanol:2N sodium hydroxide (2:1, 45 ml) was heated at 60° C. until all solid had dissolved. Volume of solvent was reduced to (15 ml) at reduced pressure and acidified with 2N HCl (16 ml). The precipitated solid was separated by filtration and dried to give the title compound (0.39 g). 1H NMR δ: 2.68 (3H, s), 7.56 (1H, m), 7.75-7.80 (2H, m), 7.96 (1H, d, J=8.2 Hz), 8.55 (1H, d), 13.91 (1H, brs). Reaction SMILES: C[O:2][C:3]([C:5]1[C:14]2[C:9](=[CH:10][CH:11]=[CH:12][CH:13]=2)[N:8]=[C:7]([CH3:15])[CH:6]=1)=[S:4].[OH-].[Na+].Cl>CO>[CH3:15][C:7]1[CH:6]=[C:5]([C:3]([OH:2])=[S:4])[C:14]2[C:9](=[CH:10][CH:11]=[CH:12][CH:13]=2)[N:8]=1 |f:1.2|.